From a dataset of the Open Reaction Database (ORD), a public repository of structured organic reaction records. describe an organic reaction: reactants, conditions, products, and yield Yield: 12.4%. Procedure: Starting with (1,6-difluoro-4-hydroxy-naphthalen-2-yl)acetic acid methyl ester (50 mg, 0.198 mmol) and 2-bromo-5-ethanesulfonyl-pyridine (52 mg, 0.208 mmol), using a method analogous to the one described for example 4-1, [1,6-difluoro-4-(5-ethanesulfonyl-pyridin-2-yloxy)-naphthalen-2-yl]-acetic acid (10 mg, 12%) was obtained as a white solid. 1H NMR (400 MHz, DMSO-d6) δ ppm 8.52 (d, 1H), 8.34 (dd, 1H), 8.19 (dd, 1H), 7.42-7.76 (m, 4H), 3.78-3.86 (m, 2H), 3.37-3.40 (m, 2H), 1.12 (t, 3H); MS cald.... Yields the product FC1=C(C=C(C2=CC(=CC=C12)F)OC1=NC=C(C=C1)S(=O)(=O)CC)CC(=O)O ([1,6-difluoro-4-(5-ethanesulfonyl-pyridin-2-yloxy)-naphthalen-2-yl]-acetic acid). Reaction SMILES: C[O:2][C:3](=[O:18])[CH2:4][C:5]1[CH:14]=[C:13]([OH:15])[C:12]2[C:7](=[CH:8][CH:9]=[C:10]([F:16])[CH:11]=2)[C:6]=1[F:17].Br[C:20]1[CH:25]=[CH:24][C:23]([S:26]([CH2:29][CH3:30])(=[O:28])=[O:27])=[CH:22][N:21]=1>>[F:17][C:6]1[C:7]2[C:12](=[CH:11][C:10]([F:16])=[CH:9][CH:8]=2)[C:13]([O:15][C:20]2[CH:25]=[CH:24][C:23]([S:26]([CH2:29][CH3:30])(=[O:27])=[O:28])=[CH:22][N:21]=2)=[CH:14][C:5]=1[CH2:4][C:3]([OH:2])=[O:18]. Reactants: COC(CC1=C(C2=CC=C(C=C2C(=C1)O)F)F)=O ((1,6-difluoro-4-hydroxy-naphthalen-2-yl)acetic acid methyl ester), BrC1=NC=C(C=C1)S(=O)(=O)CC (2-bromo-5-ethanesulfonyl-pyridine).